Dataset: the Open Reaction Database (ORD), a public repository of structured organic reaction records. Task: describe an organic reaction: reactants, conditions, products, and yield Product: C(=O)(OCC1=CC=CC=C1)N1[C@@H](C[C@H](C1)OS(=O)(=O)C1=CC=C(C=C1)C)COS(=O)(=O)C1=CC=C(C=C1)C ((2S,4R)-1-(Carbobenzyloxy)-2-(4-toluenesulfonyloxymeth- yl)-4-(4-toluenesulfonyloxy)-pyrrolidine). Reactants: C1(=CC=C(C=C1)S(=O)(=O)Cl)C (p-toluenesulfonyl chloride), ice, OC[C@@H]1N(C[C@H](C1)O)C(=O)OCC1=CC=CC=C1 ((2R,4S)-2-hydroxymethyl-4-hydroxy-N-(carbobenzyloxy)pyrrolidine), C1(=CC=C(C=C1)S(=O)(=O)Cl)C (4-toluenesulfonyl chloride). The yield is 82.0%. Reported procedure: To an ice-cold solution of 150 g (596.9 mmol) of (2R,4S)-2-hydroxymethyl-4-hydroxy-N-(carbobenzyloxy)pyrrolidine in 0.5 1 of pyridine was added 250 g (1.32 mol) of 4-toluenesulfonyl chloride in 3 portions to keep the temperature of the reaction below 15° C. for 1 hour and then warmed to room temperature. After 12 hours, an additional 125 g (656 mmol) of p-toluenesulfonyl chloride was added and the mixture was allowed to stir at room temperature for 16 additional hours. The mixture was then coole... The solvent is N1=CC=CC=C1 (pyridine). As a reaction SMILES: [OH:1][CH2:2][C@H:3]1[CH2:7][C@H:6]([OH:8])[CH2:5][N:4]1[C:9]([O:11][CH2:12][C:13]1[CH:18]=[CH:17][CH:16]=[CH:15][CH:14]=1)=[O:10].[C:19]1([CH3:29])[CH:24]=[CH:23][C:22]([S:25](Cl)(=[O:27])=[O:26])=[CH:21][CH:20]=1>N1C=CC=CC=1>[C:9]([N:4]1[CH2:5][C@H:6]([O:8][S:25]([C:22]2[CH:23]=[CH:24][C:19]([CH3:29])=[CH:20][CH:21]=2)(=[O:27])=[O:26])[CH2:7][C@H:3]1[CH2:2][O:1][S:25]([C:22]1[CH:23]=[CH:24][C:19]([CH3:29])=[CH:20][CH:21]=1)(=[O:27])=[O:26])([O:11][CH2:12][C:13]1[CH:18]=[CH:17][CH:16]=[CH:15][CH:14]=1)=[O:10]. Reaction conditions: time 12 hour. The reactants are O=C([O-])O, CC(=O)OC(C)=O, CS(C)=O, [Cl-], [Na+], [Na+], CCCCCCCCc1ccc(OCC(O)Cn2ncc3ccccc32)cc1. Product: CCCCCCCCc1ccc(OCC(=O)Cn2ncc3ccccc32)cc1. RXN SMILES: [C:36](=[O:37])([O-:38])[OH:39].[CH3:1][C:2]([O:3][C:4](=[O:5])[CH3:6])=[O:7].[CH3:43][S:44]([CH3:45])=[O:46].[Cl-:41].[Na+:40].[Na+:42].[n:8]1([CH2:17][CH:18]([CH2:19][O:20][c:21]2[cH:22][cH:23][c:24]([CH2:27][CH2:28][CH2:29][CH2:30][CH2:31][CH2:32][CH2:33][CH3:34])[cH:25][cH:26]2)[OH:35])[n:9][cH:10][c:11]2[cH:12][cH:13][cH:14][cH:15][c:16]12>>[n:8]1([CH2:17][C:18]([CH2:19][O:20][c:21]2[cH:22][cH:23][c:24]([CH2:27][CH2:28][CH2:29][CH2:30][CH2:31][CH2:32][CH2:33][CH3:34])[cH:25][cH:26]2)=[O:35])[n:9][cH:10][c:11]2[cH:12][cH:13][cH:14][cH:15][c:16]12. Starting materials: C(#N)C1CCN(CC1)C(=O)N1CC(CC(C1)C1=CC=C(C=C1)OC(F)(F)F)C(=O)O (1-[(4-Cyanopiperidin-1-yl)carbonyl]-5-[4-(trifluoromethoxy)phenyl]piperidine-3-carboxylic acid), ON=C(C(C)(C)C)N (N′-hydroxy-2,2-dimethylpropanimidamide). The product is C(C)(C)(C)C1=NOC(=N1)C1CN(CC(C1)C1=CC=C(C=C1)OC(F)(F)F)C(=O)N1CCC(CC1)C#N (1-({3-(3-tert-Butyl-1,2,4-oxadiazol-5-yl)-5-[4-(trifluoromethoxy)phenyl]piperidin-1-yl}carbonyl)-piperidine-4-carbonitrile). As a reaction SMILES: [C:1]([CH:3]1[CH2:8][CH2:7][N:6]([C:9]([N:11]2[CH2:16][CH:15]([C:17]3[CH:22]=[CH:21][C:20]([O:23][C:24]([F:27])([F:26])[F:25])=[CH:19][CH:18]=3)[CH2:14][CH:13]([C:28]([OH:30])=O)[CH2:12]2)=[O:10])[CH2:5][CH2:4]1)#[N:2].O[N:32]=[C:33]([NH2:38])[C:34]([CH3:37])([CH3:36])[CH3:35]>>[C:34]([C:33]1[N:38]=[C:28]([CH:13]2[CH2:14][CH:15]([C:17]3[CH:22]=[CH:21][C:20]([O:23][C:24]([F:25])([F:27])[F:26])=[CH:19][CH:18]=3)[CH2:16][N:11]([C:9]([N:6]3[CH2:5][CH2:4][CH:3]([C:1]#[N:2])[CH2:8][CH2:7]3)=[O:10])[CH2:12]2)[O:30][N:32]=1)([CH3:37])([CH3:36])[CH3:35]. Reported procedure: 85 mg (0.20 mmol) of 1-[(4-cyanopiperidin-1-yl)carbonyl]-5-[4-(trifluoromethoxy)phenyl]-piperidine-3-carboxylic acid (Example 108A) and 35 mg (0.3 mmol) of N′-hydroxy-2,2-dimethylpropanimidamide were reacted according to the General Method 2. Yield: 61 mg (60% of theory). Reactants: O1C(=CC=2C=NC=CC21)C2=NOC(=N2)CN (C-(3-furo[3,2-c]pyridin-2-yl-[1,2,4]oxadiazol-5-yl)-methylamine), C(C)(C)(C)OC(=O)N1CCC(CC1)=O (4-oxo-piperidine-1-carboxylic acid tert-butyl ester). Yields the product C(C)(C)(C)OC(=O)N1CCC(CC1)NCC1=NC(=NO1)C1=CC=2C=NC=CC2O1 (4-[(3-Furo[3,2-c]pyridin-2-yl-[1,2,4]oxadiazol-5-ylmethyl)amino]piperidine-1-carboxylic acid tert-butyl ester). RXN SMILES: [O:1]1[C:9]2[CH:8]=[CH:7][N:6]=[CH:5][C:4]=2[CH:3]=[C:2]1[C:10]1[N:14]=[C:13]([CH2:15][NH2:16])[O:12][N:11]=1.[C:17]([O:21][C:22]([N:24]1[CH2:29][CH2:28][C:27](=O)[CH2:26][CH2:25]1)=[O:23])([CH3:20])([CH3:19])[CH3:18]>>[C:17]([O:21][C:22]([N:24]1[CH2:29][CH2:28][CH:27]([NH:16][CH2:15][C:13]2[O:12][N:11]=[C:10]([C:2]3[O:1][C:9]4[CH:8]=[CH:7][N:6]=[CH:5][C:4]=4[CH:3]=3)[N:14]=2)[CH2:26][CH2:25]1)=[O:23])([CH3:20])([CH3:18])[CH3:19]. Reported procedure: Reductive alkylation of C-(3-furo[3,2-c]pyridin-2-yl-[1,2,4]oxadiazol-5-yl)-methylamine (Preparation 13) with 4-oxo-piperidine-1-carboxylic acid tert-butyl ester, utilising a procedure similar to that described in Example 30, afforded the title compound: RT=2.15 min; m/z (ES+)=400.1 [M+H]+.